Dataset: the Open Reaction Database (ORD), a public repository of structured organic reaction records. Task: describe an organic reaction: reactants, conditions, products, and yield The reactants are [Li]CCCC, C1CCOC1, CCOC(C)=O, CON(C)C(=O)Cc1ccc(OC2CCCCC2)cc1. Yields the product CCCCC(=O)Cc1ccc(OC2CCCCC2)cc1. As a reaction SMILES: [CH2:21]([CH2:22][CH2:23][CH3:24])[Li:25].[CH2:32]1[O:33][CH2:34][CH2:35][CH2:36]1.[CH3:26][CH2:27][O:28][C:29](=[O:30])[CH3:31].[CH:1]1([O:7][c:8]2[cH:9][cH:10][c:11]([CH2:14][C:15](=[O:16])[N:17]([O:18][CH3:19])[CH3:20])[cH:12][cH:13]2)[CH2:2][CH2:3][CH2:4][CH2:5][CH2:6]1>>[CH:1]1([O:7][c:8]2[cH:9][cH:10][c:11]([CH2:14][C:15](=[O:16])[CH2:21][CH2:22][CH2:23][CH3:24])[cH:12][cH:13]2)[CH2:2][CH2:3][CH2:4][CH2:5][CH2:6]1. Starting materials: C(C)(=O)OCC1=C(C(=O)OC)C=CC(=C1)COC(C)=O (methyl 2,4-bis(acetoxymethyl)benzoate), C([O-])([O-])=O.[K+].[K+] (potassium carbonate). Product: OCC=1C=C2COC(C2=CC1)=O (5-(Hydroxymethyl)-1 (3H)-isobenzofuranone). Yield: 78.9%. Reaction SMILES: C(OC[C:6]1[CH:15]=[C:14]([CH2:16][O:17]C(=O)C)[CH:13]=[CH:12][C:7]=1[C:8]([O:10][CH3:11])=[O:9])(=O)C.C(=O)([O-])[O-].[K+].[K+]>>[OH:17][CH2:16][C:14]1[CH:15]=[C:6]2[C:7](=[CH:12][CH:13]=1)[C:8](=[O:9])[O:10][CH2:11]2 |f:1.2.3|. Procedure details: According to a similar procedure to that described in Example 1-(6), methyl 2,4-bis(acetoxymethyl)benzoate (6.35 g, 22.7 mmol) obtained from Example 4-(1) and potassium carbonate (373.2 mg, 2.7 mmol) were reacted, and the reaction mixture was worked up to afford, after extraction, the title compound as a crude product. The crude product was subjected to chromatography on a silica gel (200 g) column (eluent; ethyl acetate:dichloromethane=0:1˜1:10) to afford the title compound (2.94 g, 79% yield) ... Reaction SMILES: ClC(Cl)(Cl)C[O:4][C:5]([C@@H:7]1[CH2:12][CH2:11][CH2:10][N:9]([C:13](=[O:53])[C@@H:14]([NH:16][C:17](=[O:52])[C@@H:18]([O:22][C:23](=[O:51])[C:24]([CH2:49][F:50])([CH2:47][F:48])/[CH:25]=[CH:26]/[C:27]2[CH:36]=[C:35]3[C:30]([CH:31]=[CH:32][C:33]([C@H:37]([NH:39][C:40]([O:42][C:43]([CH3:46])([CH3:45])[CH3:44])=[O:41])[CH3:38])=[N:34]3)=[CH:29][CH:28]=2)[CH:19]([CH3:21])[CH3:20])[CH3:15])[NH:8]1)=[O:6].[OH-].[Na+].Cl>O1CCCC1>[C:43]([O:42][C:40]([NH:39][C@@H:37]([C:33]1[CH:32]=[CH:31][C:30]2[C:35](=[CH:36][C:27](/[CH:26]=[CH:25]/[C:24]([CH2:47][F:48])([CH2:49][F:50])[C:23]([O:22][C@@H:18]([CH:19]([CH3:20])[CH3:21])[C:17]([NH:16][C@@H:14]([CH3:15])[C:13]([N:9]3[CH2:10][CH2:11][CH2:12][C@@H:7]([C:5]([OH:6])=[O:4])[NH:8]3)=[O:53])=[O:52])=[O:51])=[CH:28][CH:29]=2)[N:34]=1)[CH3:38])=[O:41])([CH3:46])([CH3:44])[CH3:45] |f:1.2|. Reaction conditions: temperature 0 celsius, time 20 minute. The yield is 90.9%. Solvent: O1CCCC1 (tetrahydrofuran). Reported procedure: A solution of (S)-1-[(S)-2-((S)-2-{(E)-4-[2-((R)-1-tert-butoxycarbonylamino-ethyl)-quinolin-7-yl]-2,2-bis-fluoromethyl-but-3-enoyloxy}-3-methyl-butyrylamino)-propionyl]-hexahydro-pyridazine-3-carboxylic acid 2,2,2-trichloro-ethyl ester (100 mg, 0.11 mmol) in tetrahydrofuran (3 mL) was stirred at 0° C. under nitrogen. An ice-cold aqueous solution of sodium hydroxide (0.1 M, 1.1 mL, 0.11 mmol) was added and the reaction mixture was stirred at 0° C. for 20 min. Cold hydrochloric acid (1 M) was adde... Yields the product C(C)(C)(C)OC(=O)N[C@H](C)C1=NC2=CC(=CC=C2C=C1)/C=C/C(C(=O)O[C@H](C(=O)N[C@H](C(=O)N1N[C@@H](CCC1)C(=O)O)C)C(C)C)(CF)CF ((S)-1-[(S)-2-((S)-2-{(E)-4-[2-((R)-1-tert-butoxycarbonylamino-ethyl)-quinolin-7-yl]-2,2-bis-fluoromethyl-but-3-enoyloxy}-3-methyl-butyrylamino)-propionyl]-hexahydro-pyridazine-3-carboxylic acid). The reactants are Cl (hydrochloric acid), ice, [OH-].[Na+] (sodium hydroxide), ClC(COC(=O)[C@H]1NN(CCC1)C([C@H](C)NC([C@H](C(C)C)OC(C(\C=C\C1=CC=C2C=CC(=NC2=C1)[C@@H](C)NC(=O)OC(C)(C)C)(CF)CF)=O)=O)=O)(Cl)Cl ((S)-1-[(S)-2-((S)-2-{(E)-4-[2-((R)-1-tert-butoxycarbonylamino-ethyl)-quinolin-7-yl]-2,2-bis-fluoromethyl-but-3-enoyloxy}-3-methyl-butyrylamino)-propionyl]-hexahydro-pyridazine-3-carboxylic acid 2,2,2-trichloro-ethyl ester). Reactants: [OH-].[Na+] (sodium hydroxide), C(C)OC(C=CC(C(C1=CC=CC=C1)C1=CC=CC=C1)N(C)C(C1=CC(=CC(=C1)C(F)(F)F)C(F)(F)F)=O)=O (4-[N-(3,5-bistrifluoromethyl-benzoyl)-N-methyl-amino]-5,5-diphenyl-pent-2-enoic acid ethyl ester). Solvent: O1CCCC1.CO (tetrahydrofuran methanol). Reaction conditions: time 5 hour. Yields the product FC(C=1C=C(C(=O)N(C)C(C=CC(=O)O)C(C2=CC=CC=C2)C2=CC=CC=C2)C=C(C1)C(F)(F)F)(F)F (4-[N-(3,5-bistrifluoromethyl-benzoyl)-N-methyl-amino]-5,5-diphenyl-pent-2-enoic acid). Reaction SMILES: [OH-].[Na+].C([O:5][C:6](=[O:41])[CH:7]=[CH:8][CH:9]([N:23]([C:25](=[O:40])[C:26]1[CH:31]=[C:30]([C:32]([F:35])([F:34])[F:33])[CH:29]=[C:28]([C:36]([F:39])([F:38])[F:37])[CH:27]=1)[CH3:24])[CH:10]([C:17]1[CH:22]=[CH:21][CH:20]=[CH:19][CH:18]=1)[C:11]1[CH:16]=[CH:15][CH:14]=[CH:13][CH:12]=1)C>O1CCCC1.CO>[F:33][C:32]([F:34])([F:35])[C:30]1[CH:31]=[C:26]([CH:27]=[C:28]([C:36]([F:38])([F:37])[F:39])[CH:29]=1)[C:25]([N:23]([CH:9]([CH:10]([C:17]1[CH:18]=[CH:19][CH:20]=[CH:21][CH:22]=1)[C:11]1[CH:16]=[CH:15][CH:14]=[CH:13][CH:12]=1)[CH:8]=[CH:7][C:6]([OH:41])=[O:5])[CH3:24])=[O:40] |f:0.1,3.4|. Procedure details: 15 ml of 1N sodium hydroxide solution are added to a solution of 5.0 g (9.1 mmol) of 4-[N-(3,5-bistrifluoromethyl-benzoyl)-N-methyl-amino]-5,5-diphenyl-pent-2-enoic acid ethyl ester in 60 ml of 2:1 tetrahydrofuran/methanol at room temperature. After stirring for 5 h, the reaction mixture is concentrated, diluted with water, and then acidified with ice-cold 2N hydrochloric acid solution. The resulting precipitate is filtered, washed with water and a small amount of hexanes, and then dried overnig... Starting materials: [H-].[H-].[H-].[H-].[Li+].[Al+3] (LiAlH4), CCOCC (ether), ice, COC1C(C(CCC1)=O)=CC1=CC=CC=C1 (m-methoxybenzalcyclohexanone), CCOCC (ether), CNC (dimethylamine), [OH-].[Na+] (NaOH). Conditions: time 60 hour. The product is CN(C(C1=CC(=CC=C1)OC)[C@@H]1[C@@H](CCCC1)O)C (Cis-2-(α-Dimethylamino-m-Methoxybenzyl)Cyclohexanol). As a reaction SMILES: CO[CH:3]1[CH2:8][CH2:7][CH2:6][C:5](=[O:9])[C:4]1=[CH:10][C:11]1[CH:16]=[CH:15][CH:14]=[CH:13][CH:12]=1.[CH3:17][NH:18][CH3:19].[H-].[H-].[H-].[H-].[Li+].[Al+3].[OH-].[Na+].C[CH2:29][O:30]CC>>[CH3:17][N:18]([CH3:19])[CH:10]([C@H:4]1[CH2:3][CH2:8][CH2:7][CH2:6][C@H:5]1[OH:9])[C:11]1[CH:12]=[CH:13][CH:14]=[C:15]([O:30][CH3:29])[CH:16]=1 |f:2.3.4.5.6.7,8.9|. Procedure: A solution of m-methoxybenzalcyclohexanone (50 g. 2.31×10-1 moles) in ether (50 ml.) was cooled to -5° in a pressure bottle and treated with 20 ml. dimethylamine (3×10-1 moles). The bottle was stoppered and left at room temperature during 60 hours. The above reaction was performed in duplicate (IR monitoring indicates the mixture attains an equilibrium concentration in which the β-dimethylamino ketone addition product is favored over the m-methoxybenzalcyclohexanone by a ratio of ca. 2:1). The c...